Task: describe an organic reaction: reactants, conditions, products, and yield. Dataset: the Open Reaction Database (ORD), a public repository of structured organic reaction records Starting materials: CCO, CC(=O)Nc1ccc(C#N)cc1Cl, Cl. Product: N#Cc1ccc(N)c(Cl)c1. RXN SMILES: [CH3:15][CH2:16][OH:17].[Cl:1][c:2]1[c:3]([NH:4][C:5](=[O:6])[CH3:7])[cH:8][cH:9][c:10]([C:12]#[N:13])[cH:11]1.[ClH:14]>>[Cl:1][c:2]1[c:3]([NH2:4])[cH:8][cH:9][c:10]([C:12]#[N:13])[cH:11]1. Reactants: ClC1=C(C=C(N)C=C1)C1=NC=CC=C1 (4-chloro-3-(pyridin-2-yl)aniline), ClC1=C(C(=O)O)C=CC(=C1)CNCC(F)(F)F (2-chloro-4-((2,2,2-trifluoroethylamino)methyl)benzoic acid). The product is ClC1=C(C(=O)NC2=CC(=C(C=C2)Cl)C2=NC=CC=C2)C=CC(=C1)CNCC(F)(F)F (2-chloro-N-(4-chloro-3-(pyridin-2-yl)phenyl)-4-((2,2,2-trifluoroethylamino)methyl)benzamide). Reaction SMILES: [Cl:1][C:2]1[CH:8]=[CH:7][C:5]([NH2:6])=[CH:4][C:3]=1[C:9]1[CH:14]=[CH:13][CH:12]=[CH:11][N:10]=1.[Cl:15][C:16]1[CH:24]=[C:23]([CH2:25][NH:26][CH2:27][C:28]([F:31])([F:30])[F:29])[CH:22]=[CH:21][C:17]=1[C:18](O)=[O:19]>>[Cl:15][C:16]1[CH:24]=[C:23]([CH2:25][NH:26][CH2:27][C:28]([F:29])([F:30])[F:31])[CH:22]=[CH:21][C:17]=1[C:18]([NH:6][C:5]1[CH:7]=[CH:8][C:2]([Cl:1])=[C:3]([C:9]2[CH:14]=[CH:13][CH:12]=[CH:11][N:10]=2)[CH:4]=1)=[O:19]. Reported procedure: To 24.9 g of 2-chloro-4-(methoxycarbonyl)benzoic acid and 2 mL of Sulfuric Acid in 350 mL of DCM was added isobutylene gas at −78° C. until the solvent was saturated and capped off securely. Let go several days at room temperature and re-cool to −78° C. before removing cap. Concentrate solvent, extract with Ethyl Acetate and bicarbonate, dry with Magnesium Sulfate, filter and concentrate to give 31.4 g of 1-tert-butyl 4-methyl 2-chloroterephthalate. 3.35 g of 1-tert-butyl 4-methyl 2-chlorotereph... As a reaction SMILES: [CH2:2]([CH3:3])[N:4]([CH2:5][CH2:6][SH:7])[CH2:8][CH3:9].[CH3:42][OH:43].[Cl:12][CH2:13][CH2:14][N:15]([P:16]([O:17][CH2:18][CH2:19][O:20][S:21]([c:22]1[cH:23][cH:24][c:25]([Br:26])[cH:27][cH:28]1)(=[O:29])=[O:30])(=[O:31])[N:32]([CH2:33][CH2:34][Cl:35])[CH2:36][CH2:37][Cl:38])[CH2:39][CH2:40][Cl:41].[ClH:1].[Na+:11].[OH-:10]>>[CH2:2]([CH3:3])[N:4]([CH2:5][CH2:6][S:7][CH2:19][CH2:18][O:17][P:16]([N:15]([CH2:14][CH2:13][Cl:12])[CH2:39][CH2:40][Cl:41])(=[O:31])[N:32]([CH2:33][CH2:34][Cl:35])[CH2:36][CH2:37][Cl:38])[CH2:8][CH3:9]. The reactants are CCN(CC)CCS, CO, O=P(OCCOS(=O)(=O)c1ccc(Br)cc1)(N(CCCl)CCCl)N(CCCl)CCCl, Cl, [Na+], [OH-]. Product: CCN(CC)CCSCCOP(=O)(N(CCCl)CCCl)N(CCCl)CCCl. Reactants: O=C1CCC(=O)N1Br, CN(C)C=O, CN1N=CN2C1=Cn1c(cc3ccccc31)-c1ccccc12, O. The product is CN1N=CN2C1=Cn1c(cc3c(Br)cccc31)-c1ccccc12. As a reaction SMILES: [Br:1][N:2]1[C:3](=[O:4])[CH2:5][CH2:6][C:7]1=[O:8].[CH3:32][N:33]([CH3:34])[CH:35]=[O:36].[CH3:9][N:10]1[N:11]=[CH:12][N:13]2[C:14]1=[CH:15][n:16]1[c:17]([cH:24][c:25]3[cH:26][cH:27][cH:28][cH:29][c:30]13)-[c:18]1[c:19]2[cH:20][cH:21][cH:22][cH:23]1.[OH2:31]>>[Br:1][c:26]1[c:25]2[cH:24][c:17]3[n:16]([c:30]2[cH:29][cH:28][cH:27]1)[CH:15]=[C:14]1[N:10]([CH3:9])[N:11]=[CH:12][N:13]1[c:19]1[c:18]-3[cH:23][cH:22][cH:21][cH:20]1. Reactants: CC(C)[N-]C(C)C, CN(C)C=O, COc1ccc(-c2cscc2-c2ccc(C#N)cc2C)cc1, [Li+], C1CCOC1. The product is COc1ccc(-c2csc(C=O)c2-c2ccc(C#N)cc2C)cc1. As a reaction SMILES: [CH3:2][CH:3]([N-:4][CH:5]([CH3:6])[CH3:7])[CH3:8].[CH3:31][N:32]([CH:33]=[O:34])[CH3:35].[CH3:9][O:10][c:11]1[cH:12][cH:13][c:14](-[c:17]2[c:18](-[c:22]3[c:23]([CH3:30])[cH:24][c:25]([C:26]#[N:27])[cH:28][cH:29]3)[cH:19][s:20][cH:21]2)[cH:15][cH:16]1.[Li+:1].[O:36]1[CH2:37][CH2:38][CH2:39][CH2:40]1>>[CH3:9][O:10][c:11]1[cH:12][cH:13][c:14](-[c:17]2[c:18](-[c:22]3[c:23]([CH3:30])[cH:24][c:25]([C:26]#[N:27])[cH:28][cH:29]3)[c:19]([CH:33]=[O:34])[s:20][cH:21]2)[cH:15][cH:16]1. Reactants: CCCCn1c(C=O)cnc1-c1ccccc1, CCOCC. The product is CCCCn1c(C(C)O)cnc1-c1ccccc1. Reaction SMILES: [CH2:1]([CH2:2][CH2:3][CH3:4])[n:5]1[c:6](-[c:12]2[cH:13][cH:14][cH:15][cH:16][cH:17]2)[n:7][cH:8][c:9]1[CH:10]=[O:11].[CH3:18][CH2:19][O:20][CH2:21][CH3:22]>>[CH2:1]([CH2:2][CH2:3][CH3:4])[n:5]1[c:6](-[c:12]2[cH:13][cH:14][cH:15][cH:16][cH:17]2)[n:7][cH:8][c:9]1[CH:10]([OH:11])[CH3:18]. Reactants: [BH4-].[Na+] (sodium borohydride), Cl (hydrochloric acid), [N+](=O)([O-])C=1OC2=C(C1C1=CC=CC=C1)C=CC=C2C=O (2-nitro-3-phenyl-7-benzofuranaldehyde), [OH-].[Na+] (sodium hydroxide). Solvent: O (water), C(OC)COC (glyme), C(OC)COC (glyme). Reaction conditions: time 30 minute. Product: OCC1=CC=CC=2C(=C(OC21)[N+](=O)[O-])C2=CC=CC=C2 (7-hydroxymethyl-2-nitro-3-phenylbenzofuran). Reaction SMILES: [BH4-].[Na+].[N+:3]([C:6]1[O:7][C:8]2[C:20]([CH:21]=[O:22])=[CH:19][CH:18]=[CH:17][C:9]=2[C:10]=1[C:11]1[CH:16]=[CH:15][CH:14]=[CH:13][CH:12]=1)([O-:5])=[O:4].[OH-].[Na+].Cl>O.C(COC)OC>[OH:22][CH2:21][C:20]1[C:8]2[O:7][C:6]([N+:3]([O-:5])=[O:4])=[C:10]([C:11]3[CH:16]=[CH:15][CH:14]=[CH:13][CH:12]=3)[C:9]=2[CH:17]=[CH:18][CH:19]=1 |f:0.1,3.4|. Procedure: To a stirred mixture of 0.11 g. of sodium borohydride in 5 ml. of glyme is added dropwise 1.7 g. (0.0064 mole) of 2-nitro-3-phenyl-7-benzofuranaldehyde in 45 ml. of glyme. After 30 minutes, a small portion of 10 percent sodium hydroxide solution is added, then 20 ml. of water, then enough 6N hydrochloric acid to acidify the mixture. The mixture is then extracted with dichloromethane, the extracts are washed twice with water and dried. Evaporation provides a residue which solidifies. Recrystalliz... Isolated yield 83.0%. Reaction SMILES: Br[C:2]1[C:10]2[C:5](=[CH:6][CH:7]=[CH:8][C:9]=2[N+:11]([O-:13])=[O:12])[N:4]([CH2:14][CH2:15][C:16]2[CH:21]=[CH:20][CH:19]=[C:18]([CH3:22])[N:17]=2)[N:3]=1.Br[C:24]1C2C(=CC=CC=2[N+]([O-])=O)N(CC2C=CC=C(C(C)C)N=2)N=1>>[CH3:24][C:2]1[C:10]2[C:5](=[CH:6][CH:7]=[CH:8][C:9]=2[N+:11]([O-:13])=[O:12])[N:4]([CH2:14][CH2:15][C:16]2[CH:21]=[CH:20][CH:19]=[C:18]([CH3:22])[N:17]=2)[N:3]=1. Yields the product CC1=NN(C2=CC=CC(=C12)[N+](=O)[O-])CCC1=NC(=CC=C1)C (3-methyl-1-(2-(6-methylpyridin-2-yl)ethyl)-4-nitro-1H-indazole). Reactants: BrC1=NN(C2=CC=CC(=C12)[N+](=O)[O-])CCC1=NC(=CC=C1)C (3-bromo-1-(2-(6-methylpyridin-2-yl)ethyl)-4-nitro-1H-indazole), BrC1=NN(C2=CC=CC(=C12)[N+](=O)[O-])CC1=NC(=CC=C1)C(C)C (3-bromo-1-((6-isopropylpyridin-2-yl)methyl)-4-nitro-1H-indazole). Procedure: Prepared according to Preparation D, Step E, substituting 3-bromo-1-(2-(6-methylpyridin-2-yl)ethyl)-4-nitro-1H-indazole for), 3-bromo-1-((6-isopropylpyridin-2-yl)methyl)-4-nitro-1H-indazole, to give the title compound (83%).